Dataset: the Open Reaction Database (ORD), a public repository of structured organic reaction records. Task: describe an organic reaction: reactants, conditions, products, and yield The reactants are ClC=1N(C=C(N1)[N+](=O)[O-])C[C@]1(OC1)C ((R)-2-chloro-1-(2-methyloxiran-2-ylmethyl)-4-nitroimidazole), CNCC1=CC=CC=C1 (N-methylbenzylamine), CN(C)C=O (DMF). The solvent is O (water). Conditions: temperature 60 celsius, time 9 hour. Product: O[C@](CN1C(=NC(=C1)[N+](=O)[O-])Cl)(CN(CC1=CC=CC=C1)C)C ((S)-1-[2-hydroxy-3-(N-methyl-N-benzylamino)-2-methylpropyl]-2-chloro-4-nitroimidazole). Yield: 91.4%. RXN SMILES: [Cl:1][C:2]1[N:3]([CH2:10][C@:11]2([CH3:14])[CH2:13][O:12]2)[CH:4]=[C:5]([N+:7]([O-:9])=[O:8])[N:6]=1.[CH3:15][NH:16][CH2:17][C:18]1[CH:23]=[CH:22][CH:21]=[CH:20][CH:19]=1.CN(C=O)C>O>[OH:12][C@@:11]([CH3:14])([CH2:13][N:16]([CH3:15])[CH2:17][C:18]1[CH:23]=[CH:22][CH:21]=[CH:20][CH:19]=1)[CH2:10][N:3]1[CH:4]=[C:5]([N+:7]([O-:9])=[O:8])[N:6]=[C:2]1[Cl:1]. Procedure details: A mixture of (R)-2-chloro-1-(2-methyloxiran-2-ylmethyl)-4-nitroimidazole prepared in Example 12 (500 mg, 2.3 mmol), N-methylbenzylamine (334 mg, 2.76 mmol) and DMF (2.5 ml) was stirred at 60° C. for 9 hours. The reaction mixture was allowed to return to room temperature and added water followed by extraction with ethyl acetate twice. The organic phases were combined, washed with water three times, and dried over sodium sulfate. After filtration, the filtrate was concentrated under reduced pressu...